Dataset: the Open Reaction Database (ORD), a public repository of structured organic reaction records. Task: describe an organic reaction: reactants, conditions, products, and yield The reactants are CC(CO)CCCCCCCCCCCCC (2-methyl-1-pentadecanol), C(C)C(CO)CCCCCCCCCCCC (2-ethyl-1-tetradecanol). Product: C(CCCCC)C(CO)CCCCCC (2-hexyl-1-octanol). Reaction SMILES: CC([CH2:5][CH2:6][CH2:7][CH2:8][CH2:9][CH2:10][CH2:11][CH2:12][CH2:13][CH2:14][CH2:15][CH2:16][CH3:17])CO.C(C(CCCCCCCCCCCC)[CH2:21][OH:22])C>>[CH2:12]([CH:11]([CH2:10][CH2:9][CH2:8][CH2:7][CH2:6][CH3:5])[CH2:21][OH:22])[CH2:13][CH2:14][CH2:15][CH2:16][CH3:17]. Procedure details: 2-methyl-1-pentadecanol; 2-ethyl-1-tetradecanol; Reactants: ClC=1C(NC(N(C1)C(=O)NCCCCCC)=O)=O (5-Chloro-N-hexyl-2,4-dioxo-pyrimidine-1-carboxamide), ClC(=O)OCC(C)C (isobutyl chloroformate). As a reaction SMILES: [Cl:1][C:2]1[C:3](=[O:18])[NH:4][C:5](=[O:17])[N:6]([C:8]([NH:10][CH2:11][CH2:12][CH2:13][CH2:14][CH2:15][CH3:16])=[O:9])[CH:7]=1.Cl[C:20]([O:22][CH2:23][CH:24]([CH3:26])[CH3:25])=[O:21]>>[Cl:1][C:2]1[C:3](=[O:18])[N:4]([C:20]([O:22][CH2:23][CH:24]([CH3:26])[CH3:25])=[O:21])[C:5](=[O:17])[N:6]([C:8](=[O:9])[NH:10][CH2:11][CH2:12][CH2:13][CH2:14][CH2:15][CH3:16])[CH:7]=1. Reported procedure: The title compound was obtained according to the procedure described for the synthesis of Example 24, starting from 5-chloro-N-hexyl-2,4-dioxo-pyrimidine-1-carboxamide (Example 3) (0.119 g, 0.431 mmol); 2.4 equivalents of isobutyl chloroformate were used herein. The crude was purified by column chromatography using a Teledyne ISCO apparatus (cyclohexane:EtOAc 85:15) to afford the title compound (0.047 g, 29%) as a white solid. 1H NMR (400 MHz, CDCl3): δ 0.89 (t, J=6.8 Hz, 3H), 1.01 (d, J=6.7 Hz,... The product is ClC1=CN(C(N(C1=O)C(=O)OCC(C)C)=O)C(NCCCCCC)=O (Isobutyl 5-chloro-3-(hexylcarbamoyl)-2,6-dioxo-pyrimidine-1-carboxylate). Isolated yield 29.0%.